The task is: describe an organic reaction: reactants, conditions, products, and yield. This data is from the Open Reaction Database (ORD), a public repository of structured organic reaction records. The reactants are COC(=O)c1nccnc1Br, CO, CC(C)O, CCOC(C)=O, NC1CCN(Cc2ccccc2)CC1. Yields the product COC(=O)c1nccnc1NC1CCN(Cc2ccccc2)CC1. Reaction SMILES: [Br:1][c:2]1[n:3][cH:4][cH:5][n:6][c:7]1[C:8](=[O:9])[O:10][CH3:11].[CH3:26][OH:27].[CH3:28][CH:29]([OH:30])[CH3:31].[CH3:32][CH2:33][O:34][C:35](=[O:36])[CH3:37].[NH2:12][CH:13]1[CH2:14][CH2:15][N:16]([CH2:19][c:20]2[cH:21][cH:22][cH:23][cH:24][cH:25]2)[CH2:17][CH2:18]1>>[c:2]1([NH:12][CH:13]2[CH2:14][CH2:15][N:16]([CH2:19][c:20]3[cH:21][cH:22][cH:23][cH:24][cH:25]3)[CH2:17][CH2:18]2)[n:3][cH:4][cH:5][n:6][c:7]1[C:8](=[O:9])[O:10][CH3:11]. Starting materials: C(C)OC(C(=C(C(=O)OCC)O)C#N)=O (diethyl-2-cyano-3-hydroxy-butenedioate), C(C)OC(C(=C(C(=O)OCC)O)C#N)=O (Diethyl-2-cyano3-hydroxy-butenedioate), [OH-].[Na+] (sodium hydroxide). Run at time 1 minute. Product: NC(CC(C(=O)O)=O)=O (4-amino-2,4-dioxobutanoic acid). Reaction SMILES: C(OC(=O)[C:5]([C:13]#[N:14])=[C:6]([OH:12])[C:7]([O:9]CC)=[O:8])C.[OH-:16].[Na+]>>[NH2:14][C:13](=[O:16])[CH2:5][C:6](=[O:12])[C:7]([OH:9])=[O:8] |f:1.2|. Procedure: The 4-amino-2,4-dioxobutanoic acid was synthesized using the diethyl-2-cyano-3-hydroxy-butenedioate prepared as described above. A 5-liter Morton flask was equipped with an air condenser. Diethyl-2-cyano3-hydroxy-butenedioate (214.2.grams, 1.00 mole, 1.0 equivalent) was dissolved in aqueous sodium hydroxide (1.0 M, 1000 milliliters, 4.0 equivalents) at room temperature in the flask while stirring the contents of the flask. After about one minute, a heating mantle was placed underneath the flask.... Reactants: S(=O)(=O)([O-])[O-] (sulfate), NCC(CCC(=O)OCC1=CC=CC=C1)=O (benzyl 5-amino-4-oxopentanoate). Yields the product S(=O)(=O)(O)O.NCC(CCC(=O)OCC1=CC=CC=C1)=O (Benzyl 5-amino-4-oxopentanoate sulfate). As a reaction SMILES: [S:1]([O-:5])([O-:4])(=[O:3])=[O:2].[NH2:6][CH2:7][C:8](=[O:21])[CH2:9][CH2:10][C:11]([O:13][CH2:14][C:15]1[CH:20]=[CH:19][CH:18]=[CH:17][CH:16]=1)=[O:12]>>[S:1]([OH:5])([OH:4])(=[O:3])=[O:2].[NH2:6][CH2:7][C:8](=[O:21])[CH2:9][CH2:10][C:11]([O:13][CH2:14][C:15]1[CH:16]=[CH:17][CH:18]=[CH:19][CH:20]=1)=[O:12] |f:2.3|. Reported procedure: The elemental analysis shows that the product exists as the sulfate (2:1), i.e. (benzyl 5-amino-4-oxopentanoate) Reactants: OC1=C(C=C(C=C1)N=NC1=CC=C(C=C1)S(=O)(=O)[O-])C(=O)OC.[K+] (potassium 4-(4-hydroxy-3-carbomethoxy-phenylazo)-benzenesulphonate), C1=CC=CC=C1 (benzene), CN(C=O)C (dimethylformamid), S(=O)(Cl)Cl (thionyl chloride). Solvent: petroleum ether, O (water). The product is OC1=C(C=C(C=C1)N=NC1=CC=C(C=C1)S(=O)(=O)Cl)C(=O)OC (4-(4-hydroxy-3-carbomethoxy-phenylazo)-benzenesulphonyl chloride). As a reaction SMILES: [OH:1][C:2]1[CH:7]=[CH:6][C:5]([N:8]=[N:9][C:10]2[CH:15]=[CH:14][C:13]([S:16]([O-])(=[O:18])=[O:17])=[CH:12][CH:11]=2)=[CH:4][C:3]=1[C:20]([O:22][CH3:23])=[O:21].[K+].C1C=CC=CC=1.CN(C)C=O.S(Cl)([Cl:38])=O>O>[OH:1][C:2]1[CH:7]=[CH:6][C:5]([N:8]=[N:9][C:10]2[CH:15]=[CH:14][C:13]([S:16]([Cl:38])(=[O:18])=[O:17])=[CH:12][CH:11]=2)=[CH:4][C:3]=1[C:20]([O:22][CH3:23])=[O:21] |f:0.1|. Procedure: 17.6 g of potassium 4-(4-hydroxy-3-carbomethoxy-phenylazo)-benzenesulphonate, 30 ml of benzene, 2 ml of dimethylformamid and 6 ml of thionyl chloride are heated to the boiling point under reflux for 30 min. The mixture is cooled, and cold water and 100 ml of petroleum ether are added with rapid stirring. The product is filtered off and washed with water and dried, whereupon 15.4 g of the title compound are obtained. The melting point is 137° - 138° C. after recrystallization. The reactants are OCc1cc(Cl)ccc1Br, C1CCOC1, [Li]CCCC, CC(C)(C)OC(=O)N1CCC(=O)CC1. Product: CC(C)(C)OC(=O)N1CCC(O)(c2ccc(Cl)cc2CO)CC1. As a reaction SMILES: [Br:1][c:2]1[c:3]([CH2:9][OH:10])[cH:4][c:5]([Cl:8])[cH:6][cH:7]1.[CH2:30]1[O:31][CH2:32][CH2:33][CH2:34]1.[CH3:11][CH2:12][CH2:13][CH2:14][Li:15].[O:16]=[C:17]1[CH2:18][CH2:19][N:20]([C:23](=[O:24])[O:25][C:26]([CH3:27])([CH3:28])[CH3:29])[CH2:21][CH2:22]1>>[c:2]1([C:17]2([OH:16])[CH2:18][CH2:19][N:20]([C:23](=[O:24])[O:25][C:26]([CH3:27])([CH3:28])[CH3:29])[CH2:21][CH2:22]2)[c:3]([CH2:9][OH:10])[cH:4][c:5]([Cl:8])[cH:6][cH:7]1. The reactants are CN=C(NC#N)SC, Cc1[nH]cnc1CSCCS, Cl, c1ccncc1. Product: CN=C(NC#N)SCCSCc1nc[nH]c1C. As a reaction SMILES: [C:13](#[N:14])[NH:15][C:16]([S:17][CH3:18])=[N:19][CH3:20].[CH3:1][c:2]1[c:3]([CH2:7][S:8][CH2:9][CH2:10][SH:11])[n:4][cH:5][nH:6]1.[ClH:12].[cH:21]1[cH:22][cH:23][n:24][cH:25][cH:26]1>>[CH3:1][c:2]1[c:3]([CH2:7][S:8][CH2:9][CH2:10][S:11][C:16]([NH:15][C:13]#[N:14])=[N:19][CH3:20])[n:4][cH:5][nH:6]1.